Task: describe an organic reaction: reactants, conditions, products, and yield. Dataset: the Open Reaction Database (ORD), a public repository of structured organic reaction records Reactants: CO, CC(O)C(N)C(=O)O, O=CC(O)C(O)C(O)C(O)CO, O. The product is CC(O)C(NCC(O)C(O)C(O)C(O)CO)C(=O)O. As a reaction SMILES: [CH3:21][OH:22].[NH2:13][CH:14]([CH:15]([OH:16])[CH3:17])[C:18](=[O:19])[OH:20].[O:1]=[CH:2][CH:3]([OH:4])[CH:5]([OH:6])[CH:7]([OH:8])[CH:9]([OH:10])[CH2:11][OH:12].[OH2:23]>>[CH2:2]([CH:3]([OH:4])[CH:5]([OH:6])[CH:7]([OH:8])[CH:9]([OH:10])[CH2:11][OH:12])[NH:13][CH:14]([CH:15]([OH:16])[CH3:17])[C:18](=[O:19])[OH:20]. The reactants are CO, COc1cc(NS(=O)(=O)N2CCCN(C(=O)OC(C)(C)C)CC2)nc(SCc2cccc(F)c2F)n1. Yields the product COc1cc(NS(=O)(=O)N2CCCNCC2)nc(SCc2cccc(F)c2F)n1. As a reaction SMILES: [CH3:37][OH:38].[F:1][c:2]1[c:3]([CH2:4][S:5][c:6]2[n:7][c:8]([O:30][CH3:31])[cH:9][c:10]([NH:12][S:13](=[O:14])(=[O:15])[N:16]3[CH2:17][CH2:18][N:19]([C:23]([O:24][C:25]([CH3:26])([CH3:27])[CH3:28])=[O:29])[CH2:20][CH2:21][CH2:22]3)[n:11]2)[cH:32][cH:33][cH:34][c:35]1[F:36]>>[F:1][c:2]1[c:3]([CH2:4][S:5][c:6]2[n:7][c:8]([O:30][CH3:31])[cH:9][c:10]([NH:12][S:13](=[O:14])(=[O:15])[N:16]3[CH2:17][CH2:18][NH:19][CH2:20][CH2:21][CH2:22]3)[n:11]2)[cH:32][cH:33][cH:34][c:35]1[F:36]. Run in CS(=O)C (dimethyl sulfoxide). As a reaction SMILES: [C:1]1([CH:7]([N:9]2[CH2:14][CH2:13][NH:12][CH2:11][CH2:10]2)[CH3:8])[CH:6]=[CH:5][CH:4]=[CH:3][CH:2]=1.[OH-].[K+].Br[CH2:18][CH2:19][CH2:20][Cl:21]>CS(C)=O>[ClH:21].[ClH:21].[C:1]1([CH:7]([N:9]2[CH2:10][CH2:11][N:12]([CH2:18][CH2:19][CH2:20][Cl:21])[CH2:13][CH2:14]2)[CH3:8])[CH:6]=[CH:5][CH:4]=[CH:3][CH:2]=1 |f:1.2,5.6.7|. Yields the product Cl.Cl.C1(=CC=CC=C1)C(C)N1CCN(CC1)CCCCl (1-(1-phenylethyl)-4-(3-chloropropyl)piperazine dihydrochloride). Reactants: C1(=CC=CC=C1)C(C)N1CCNCC1 (1-(1-phenylethyl)piperazine), [OH-].[K+] (potassium hydroxide), BrCCCCl (1-bromo-3-chloropropane). Procedure: The procedure described in Example 17(a) was followed, using 16.5 g of 1-(1-phenylethyl)piperazine, 8.0 g of potassium hydroxide, 125 ml of dimethyl sulfoxide and 9.5 g of 1-bromo-3-chloropropane. Work-up, as described above, gave 28.0 g (96% of theory) of 1-(1-phenylethyl)-4-(3-chloropropyl)piperazine dihydrochloride as a white crystalline solid. The yield is 409.8%. Starting materials: CC1=CC=C(C=N1)C=O (6-methylpyridine-3-carboxaldehyde), COC(=O)C=P(C1=CC=CC=C1)(C2=CC=CC=C2)C3=CC=CC=C3 (methyl (triphenylphosphoranylidene) acetate). Solvent: C1(=CC=CC=C1)C (toluene). Yields the product COC(\C=C\C=1C=NC(=CC1)C)=O ((E)-3-(6-Methylpyridin-3-yl)-acrylic Acid Methyl Ester). Yield: 84.5%. RXN SMILES: [CH3:1][C:2]1[N:7]=[CH:6][C:5]([CH:8]=O)=[CH:4][CH:3]=1.[CH3:10][O:11][C:12]([CH:14]=P(C1C=CC=CC=1)(C1C=CC=CC=1)C1C=CC=CC=1)=[O:13]>C1(C)C=CC=CC=1>[CH3:10][O:11][C:12](=[O:13])/[CH:14]=[CH:8]/[C:5]1[CH:6]=[N:7][C:2]([CH3:1])=[CH:3][CH:4]=1. Reported procedure: A mixture of 6-methylpyridine-3-carboxaldehyde (2 g, 16.5 mmol) and methyl (triphenylphosphoranylidene) acetate (6.1 g, 1.1 eq.) in toluene (100 mL) was stirred at reflux for 18 hours. The solvent was removed in vacuo, the residue washed with diethyl ether (100 mL) and filtered. The crude product was purified by chromatography eluting with CH2Cl2/MeOH (99/1) to give the title compound as a white solid (2.47 g, 85%). 1H NMR (CDCl3, 250 MHZ) δ(ppm); 8.60 (d, 1H); 7.70 (dd, 1H); 7.65 (d, J=15 Hz, 1... The reactants are C, COC(=O)c1ccc(C)c(-c2c(C)cc(OCc3ccccc3)cc2C)c1, CCO, [Pd]. The product is COC(=O)c1ccc(C)c(-c2c(C)cc(O)cc2C)c1. RXN SMILES: [C:28].[CH2:1]([c:2]1[cH:3][cH:4][cH:5][cH:6][cH:7]1)[O:8][c:9]1[cH:10][c:11]([CH3:27])[c:12](-[c:16]2[cH:17][c:18]([C:23](=[O:24])[O:25][CH3:26])[cH:19][cH:20][c:21]2[CH3:22])[c:13]([CH3:15])[cH:14]1.[CH3:30][CH2:31][OH:32].[Pd:29]>>[OH:8][c:9]1[cH:10][c:11]([CH3:27])[c:12](-[c:16]2[cH:17][c:18]([C:23](=[O:24])[O:25][CH3:26])[cH:19][cH:20][c:21]2[CH3:22])[c:13]([CH3:15])[cH:14]1. Reactants: Br, CCOC(C)=O, Cc1ccc(C(=O)NC2CC2)cc1-n1ccc2ccc(O)cc2c1=O. The product is Cc1ccc(C(=O)O)cc1-n1ccc2ccc(O)cc2c1=O. As a reaction SMILES: [BrH:32].[CH3:26][CH2:27][O:28][C:29](=[O:30])[CH3:31].[CH:1]1([NH:2][C:5]([c:6]2[cH:7][c:8](-[n:13]3[c:14](=[O:24])[c:15]4[cH:16][c:17]([OH:23])[cH:18][cH:19][c:20]4[cH:21][cH:22]3)[c:9]([CH3:12])[cH:10][cH:11]2)=[O:25])[CH2:3][CH2:4]1>>[C:5]([c:6]1[cH:7][c:8](-[n:13]2[c:14](=[O:24])[c:15]3[cH:16][c:17]([OH:23])[cH:18][cH:19][c:20]3[cH:21][cH:22]2)[c:9]([CH3:12])[cH:10][cH:11]1)(=[O:25])[OH:28].